This data is from the Open Reaction Database (ORD), a public repository of structured organic reaction records. The task is: describe an organic reaction: reactants, conditions, products, and yield The reactants are C(C1=CC=CC=C1)(=O)NC(CC(=O)OCC)C(C(C)C)=O (ethyl 3-benzoylamino-3-isobutyrylpropionate), P(=O)(Cl)(Cl)Cl (phosphorus oxychloride). The solvent is CN(C=O)C (dimethylformamide). Yields the product C1(=CC=CC=C1)C=1OC(=C(N1)CC(=O)OCC)C(C)C (ethyl 2-(2-phenyl-5-isopropyl-4-oxazoly)acetate). Yield: 82.0%. As a reaction SMILES: [C:1]([NH:9][CH:10]([C:17](=[O:21])[CH:18]([CH3:20])[CH3:19])[CH2:11][C:12]([O:14][CH2:15][CH3:16])=[O:13])(=O)[C:2]1[CH:7]=[CH:6][CH:5]=[CH:4][CH:3]=1.P(Cl)(Cl)(Cl)=O>CN(C)C=O>[C:2]1([C:1]2[O:21][C:17]([CH:18]([CH3:19])[CH3:20])=[C:10]([CH2:11][C:12]([O:14][CH2:15][CH3:16])=[O:13])[N:9]=2)[CH:3]=[CH:4][CH:5]=[CH:6][CH:7]=1. Reported procedure: 6.5 g of ethyl 3-benzoylamino-3-isobutyrylpropionate, 30 ml of dimethylformamide and 4.8 g of phosphorus oxychloride are treated in the same manner as described in Example 1. 5.0 g of ethyl 2-(2-phenyl-5-isopropyl-4-oxazoly)acetate are thereby obtained. Yield: 81.4%. The reactants are CCCc1nn2nc(C)[nH]c2c1Cc1ccc(-c2ccccc2-c2nnnn2C(c2ccccc2)(c2ccccc2)c2ccccc2)cc1, CCOC(C)=O. Yields the product CCCc1nn2nc(C)[nH]c2c1Cc1ccc(-c2ccccc2-c2nnn[nH]2)cc1. Reaction SMILES: [CH3:1][c:2]1[nH:3][c:4]2[n:5]([n:6]1)[n:7][c:8]([CH2:47][CH2:48][CH3:49])[c:9]2[CH2:10][c:11]1[cH:12][cH:13][c:14](-[c:17]2[c:18](-[c:23]3[n:24][n:25][n:26][n:27]3[C:28]([c:29]3[cH:30][cH:31][cH:32][cH:33][cH:34]3)([c:35]3[cH:36][cH:37][cH:38][cH:39][cH:40]3)[c:41]3[cH:42][cH:43][cH:44][cH:45][cH:46]3)[cH:19][cH:20][cH:21][cH:22]2)[cH:15][cH:16]1.[CH3:50][CH2:51][O:52][C:53](=[O:54])[CH3:55]>>[CH3:1][c:2]1[nH:3][c:4]2[n:5]([n:6]1)[n:7][c:8]([CH2:47][CH2:48][CH3:49])[c:9]2[CH2:10][c:11]1[cH:12][cH:13][c:14](-[c:17]2[c:18](-[c:23]3[nH:24][n:25][n:26][n:27]3)[cH:19][cH:20][cH:21][cH:22]2)[cH:15][cH:16]1. Reactants: C12CN(CC2C1)C(C#N)(C)C (2-(3-azabicyclo[3.1.0]hex-3-yl)-2-methylpropanenitrile), C1(=CC=CC=C1)[Li] (phenyllithium), solution, NC(C1(CCCC1)N(C)C)C1=CC=CC=C1 (Racemic {1-[amino(phenyl)methyl]cyclopentyl}dimethylamine), [BH4-].[Na+] (sodium borohydride). Run in C(CCC)OCCCC (dibutylether), C1CCOC1 (THF), CO (methanol). Product: C12CN(CC2C1)C(C(N)C1=CC=CC=C1)(C)C ((±)2-(3-Azabicyclo[3.1.0]hex-3-yl)-2-methyl-1-phenyl-1-propanamine). The yield is 44.0%. Reaction SMILES: [CH:1]12[CH2:6][CH:5]1[CH2:4][N:3]([C:7]([CH3:11])([CH3:10])[C:8]#[N:9])[CH2:2]2.[C:12]1([Li])[CH:17]=[CH:16][CH:15]=[CH:14][CH:13]=1.[BH4-].[Na+].NC(C1C=CC=CC=1)C1(N(C)C)CCCC1>C(OCCCC)CCC.C1COCC1.CO>[CH:5]12[CH2:6][CH:1]1[CH2:2][N:3]([C:7]([CH3:11])([CH3:10])[CH:8]([C:12]1[CH:17]=[CH:16][CH:15]=[CH:14][CH:13]=1)[NH2:9])[CH2:4]2 |f:2.3|. Procedure: The title compound (393 mg, 44%) was prepared from 2-(3-azabicyclo[3.1.0]hex-3-yl)-2-methylpropanenitrile D15 (583 mg, 3.9 mmol), and phenyllithium in dibutylether (2.15 ml of a 2.0M solution; 4.3 mmol) in THF (7 ml), followed by reaction with sodium borohydride (445 mg, 11.7 mmol) in methanol (10 ml) in a similar manner to that described in D2. 1H NMR (CDCl3) δ: 0.38 (1H, m), 0.66 (1H, m), 0.74 (3H, s), 0.93 (3H, s), 1.30-1.40 (2H, m), 1.74 (2H, bs), 2.67 (2H, m), 2.91 (2H, t, J=8 Hz), 4.03 (1H... Procedure: A solution of 200 g (0.57 mole) of methyl 4-chloro-5-dimethylaminomethyleneaminosulfonyl-3-nitro-benzoate and 93 g (0.7 mole) of potassium 3-hydroxypyridine in 1 l of dimethylformamide is stirred for 1.5 hours at 80° C. and, after cooling, is introduced into 4-5 l of ice-water, while stirring vigorously. The product which has precipitated is filtered off, washed with H2O and recrystallized from dimethylformamide/CH3OH. The solvent is CN(C=O)C (dimethylformamide). Yields the product CN(C)C=NS(=O)(=O)C=1C(=C(C=C(C(=O)OC)C1)[N+](=O)[O-])OC=1C=NC=CC1 (Methyl 5-dimethylaminomethyleneaminosulfonyl-3-nitro-4-(3-pyridyloxy)-benzoate). RXN SMILES: Cl[C:2]1[C:11]([S:12]([N:15]=[CH:16][N:17]([CH3:19])[CH3:18])(=[O:14])=[O:13])=[CH:10][C:5]([C:6]([O:8][CH3:9])=[O:7])=[CH:4][C:3]=1[N+:20]([O-:22])=[O:21].[OH:23][C:24]1[CH:25]=[N:26][CH:27]=[CH:28][CH:29]=1.[K]>CN(C)C=O>[CH3:18][N:17]([CH:16]=[N:15][S:12]([C:11]1[C:2]([O:23][C:24]2[CH:25]=[N:26][CH:27]=[CH:28][CH:29]=2)=[C:3]([N+:20]([O-:22])=[O:21])[CH:4]=[C:5]([CH:10]=1)[C:6]([O:8][CH3:9])=[O:7])(=[O:14])=[O:13])[CH3:19] |f:1.2,^1:29|. The reactants are ClC1=C(C=C(C(=O)OC)C=C1S(=O)(=O)N=CN(C)C)[N+](=O)[O-] (methyl 4-chloro-5-dimethylaminomethyleneaminosulfonyl-3-nitro-benzoate), OC=1C=NC=CC1.[K] (potassium 3-hydroxypyridine), ice water. Reactants: C(#N)C1(CCC(CC1)C1CCC(CC1)O)CCCCCCC (4-cyano-4-heptyl-4'-hydroxybicyclohexane), O1CCOC12CCC(CC2)C2CCC(CC2)=O (4-(1,4-dioxaspiro[4,5]dec-8-yl)-cyclohexanone), S(=O)(=O)(C1=CC=C(C)C=C1)C[N+]#[C-] (tosylmethyl isocyanide), [Li+].CC(C)[N-]C(C)C (LDA), C(CCCCCC)Br (heptyl bromide), keto, ketone, [BH4-].[Na+] (NaBH4), alcohol, C(CCCC)[C@@H]1CC[C@H](CC1)C(=O)O (trans-4-pentylcyclohexanecarboxylic acid), C1(CCCCC1)N=C=NC1CCCCC1 (dicyclo-hexylcarbodiimide). Reagents/catalysts: CN(C1=CC=NC=C1)C (4-dimethylaminopyridine). Solvent: C(Cl)Cl (CH2Cl2), C(Cl)Cl (methylene chloride). Yields the product C(#N)C1(CCC(CC1)C1CCC(CC1)OC(=O)[C@@H]1CC[C@H](CC1)CCCCC)CCCCCCC (4-Cyano-4-heptyl-4'-(trans-4-pentylcyclohexylcarbonyloxy)-bicyclohexane). RXN SMILES: [C:1]([C:3]1([CH2:16][CH2:17][CH2:18][CH2:19][CH2:20][CH2:21][CH3:22])[CH2:8][CH2:7][CH:6]([CH:9]2[CH2:14][CH2:13][CH:12]([OH:15])[CH2:11][CH2:10]2)[CH2:5][CH2:4]1)#[N:2].O1C2(CCC(C3CCC(=O)CC3)CC2)OCC1.S(C[N+]#[C-])(C1C=CC(C)=CC=1)(=O)=O.[Li+].CC([N-]C(C)C)C.C(Br)CCCCCC.[BH4-].[Na+].[CH2:71]([C@H:76]1[CH2:81][CH2:80][C@H:79]([C:82](O)=[O:83])[CH2:78][CH2:77]1)[CH2:72][CH2:73][CH2:74][CH3:75].C1(N=C=NC2CCCCC2)CCCCC1>CN(C)C1C=CN=CC=1.C(Cl)Cl>[C:1]([C:3]1([CH2:16][CH2:17][CH2:18][CH2:19][CH2:20][CH2:21][CH3:22])[CH2:8][CH2:7][CH:6]([CH:9]2[CH2:14][CH2:13][CH:12]([O:15][C:82]([C@H:79]3[CH2:80][CH2:81][C@H:76]([CH2:71][CH2:72][CH2:73][CH2:74][CH3:75])[CH2:77][CH2:78]3)=[O:83])[CH2:11][CH2:10]2)[CH2:5][CH2:4]1)#[N:2] |f:3.4,6.7|. Procedure: 1 g of 4-dimethylaminopyridine and 30.3 g (0.1 mole) of 4-cyano-4-heptyl-4'-hydroxybicyclohexane (obtainable from 4-(1,4-dioxaspiro[4,5]dec-8-yl)-cyclohexanone by introduction of the nitrile group with tosylmethyl isocyanide (TOSMIC), alkylation with LDA (diisopropylamine/butyl-lithium) and heptyl bromide, detachment of the keto-protective group, reduction of the ketone with NaBH4 to the alcohol and separation of the isomers) are added to 19.8 g (0.1 mole) of trans-4-pentylcyclohexanecarboxylic ... The reactants are O (water), C(#N)C1=COC2=C(C=C(C=C2C1=O)Cl)Cl (3-Cyano-6,8-dichlorochromon), N(=O)[O-].[Na+] (sodium nitrite), O (water). The solvent is S(O)(O)(=O)=O (sulphuric acid), S(O)(O)(=O)=O (sulphuric acid). Reaction conditions: time 18 hour. Yields the product ClC=1C=C2C(C(=COC2=C(C1)Cl)C(=O)O)=O (6,8-Dichlorochromon-3-carboxylic acid). As a reaction SMILES: [C:1]([C:3]1[C:12](=[O:13])[C:11]2[C:6](=[C:7]([Cl:15])[CH:8]=[C:9]([Cl:14])[CH:10]=2)[O:5][CH:4]=1)#N.N([O-])=[O:17].[Na+].[OH2:20]>S(=O)(=O)(O)O>[Cl:14][C:9]1[CH:10]=[C:11]2[C:6](=[C:7]([Cl:15])[CH:8]=1)[O:20][CH:1]=[C:3]([C:4]([OH:17])=[O:5])[C:12]2=[O:13] |f:1.2|. Procedure: 8 g of the product of step (a) are dissolved in 30 ml of conc. sulphuric acid and the solution is allowed to stand for 18 hours at room temperature. After addition of 90 m of conc. and 200 ml of 80% sulphuric acid, 5.5 g of sodium nitrite in 10 ml of water are introduced under the liquid surface at 5°-10°. The mixture is stirred at 10° for 15 minutes and at 70° for 30 minutes and then poured into 1 l of water. The resulting precipitate is separated, washed 3 times with water and twice with ethan... Starting materials: C=C(C[Si](C)(C)C)C(=O)OCC, CC(C)O, [Na+], [OH-], O. Product: C=C(C[Si](C)(C)C)C(=O)O. Reaction SMILES: [CH3:1][Si:2]([CH3:3])([CH3:4])[CH2:5][C:6]([C:7](=[O:8])[O:9][CH2:10][CH3:11])=[CH2:12].[CH:13]([OH:14])([CH3:15])[CH3:16].[Na+:18].[OH-:17].[OH2:19]>>[CH3:1][Si:2]([CH3:3])([CH3:4])[CH2:5][C:6]([C:7](=[O:8])[OH:9])=[CH2:12]. Starting materials: O=C1C(CCCCCCCCCC1)CCC(=O)OC (3-(2-oxocyclododecyl)-propionic acid, methyl ester), Cl.C(C1=CC=CC=C1)ON (benzyloxyamine hydrochloride), N1=CC=CC=C1 (pyridine). Solvent: CCOCC (ether). Run at temperature 140 celsius. Product: C(C1=CC=CC=C1)ON=C1C(CCCCCCCCCC1)CCC(=O)OC (3-[2-(Benzyloxyimino)cyclododecyl]-propionic acid, Methyl Ester). Yield: 92.4%. RXN SMILES: O=[C:2]1[CH2:13][CH2:12][CH2:11][CH2:10][CH2:9][CH2:8][CH2:7][CH2:6][CH2:5][CH2:4][CH:3]1[CH2:14][CH2:15][C:16]([O:18][CH3:19])=[O:17].Cl.[CH2:21]([O:28][NH2:29])[C:22]1[CH:27]=[CH:26][CH:25]=[CH:24][CH:23]=1.N1C=CC=CC=1>CCOCC>[CH2:21]([O:28][N:29]=[C:2]1[CH2:13][CH2:12][CH2:11][CH2:10][CH2:9][CH2:8][CH2:7][CH2:6][CH2:5][CH2:4][CH:3]1[CH2:14][CH2:15][C:16]([O:18][CH3:19])=[O:17])[C:22]1[CH:27]=[CH:26][CH:25]=[CH:24][CH:23]=1 |f:1.2|. Procedure: A heavy walled reaction tube was charged with 3-(2-oxocyclododecyl)-propionic acid, methyl ester (6.0 g, 22.3 mmol), benzyloxyamine hydrochloride (3.99 g, 25 mmol), and pyridine (30 mL). The tube was sealed and heated in an oil bath at 140° C. for 2 hours. Upon cooling, the reaction mixture was diluted with ether (1L) and extracted with 2NN HCl until the aqueous layer was acidic, followed by extraction with water (2×50 mL). The organic phase was dried over magnesium sulfate, filtered through a s... Starting materials: COCCN1C(NC(=C1)C1=CC=CC=C1)=O (1-(2-methoxyethyl)-4-phenyl-4-imidazolin-2-one), [H][H] (hydrogen). Reagents/catalysts: [Pd] (palladium on carbon). Solvent: C(C)O (ethanol). Product: COCCN1C(NC(C1)C1=CC=CC=C1)=O (1-(2-methoxyethyl)-4-phenyl-2-imidazolidone). Reaction SMILES: [CH3:1][O:2][CH2:3][CH2:4][N:5]1[CH:9]=[C:8]([C:10]2[CH:15]=[CH:14][CH:13]=[CH:12][CH:11]=2)[NH:7][C:6]1=[O:16].[H][H]>[Pd].C(O)C>[CH3:1][O:2][CH2:3][CH2:4][N:5]1[CH2:9][CH:8]([C:10]2[CH:15]=[CH:14][CH:13]=[CH:12][CH:11]=2)[NH:7][C:6]1=[O:16]. Reported procedure: Approximately 10.9 g. of 1-(2-methoxyethyl)-4-phenyl-4-imidazolin-2-one and 1 g. of 10% palladium on carbon in 100 ml of ethanol is hydrogenated in a Parr Shaker apparatus at 30 psig of hydrogen for 45 minutes. The catalyst is filtered, washed with ethanol, and the filtrate is concentrated to give the title compound as a waxy white solid; m.p. 82°-83° C.